This data is from the Open Reaction Database (ORD), a public repository of structured organic reaction records. The task is: describe an organic reaction: reactants, conditions, products, and yield The reactants are C(C(C)C)[Al](CC(C)C)CC(C)C (triisobutylaluminum), C1(=CC=CC=C1)C1=C(C=CC=C1)O (2-phenyl-phenol). Yields the product C1(=C(C=CC=C1)O[Al](CC(C)C)OC1=C(C=CC=C1)C1=CC=CC=C1)C1=CC=CC=C1 (bis(2-biphenylyloxy)isobutylaluminum). RXN SMILES: C([Al:5]([CH2:10][CH:11]([CH3:13])[CH3:12])CC(C)C)C(C)C.[C:14]1([C:20]2[CH:25]=[CH:24][CH:23]=[CH:22][C:21]=2[OH:26])[CH:19]=[CH:18][CH:17]=[CH:16][CH:15]=1>>[C:20]1([C:14]2[CH:15]=[CH:16][CH:17]=[CH:18][CH:19]=2)[CH:25]=[CH:24][CH:23]=[CH:22][C:21]=1[O:26][Al:5]([O:26][C:21]1[CH:22]=[CH:23][CH:24]=[CH:25][C:20]=1[C:14]1[CH:15]=[CH:16][CH:17]=[CH:18][CH:19]=1)[CH2:10][CH:11]([CH3:12])[CH3:13]. Procedure: In a manner analogous to that described in Example 1, 17.5 g of triisobutylaluminum and 30 g of 2-phenyl-phenol are reacted to give bis(2-biphenylyloxy)isobutylaluminum and this is then reacted with 11.2 g of pyridine-N-oxide-2-thiol to give the title compound. The isolation of the product is carried out in an analogous manner. The yield of bis-(2-biphenylyloxy)(2-pyridinethiolato)aluminum N-oxide is 30.25 g, about 69.9% of theory, of a white finely granular powder with a melting point of 219°-2... Reactants: ClC1=C(OCCCOC2=CC=C3CCC(OC3=C2)C(=O)OCC)C=CC(=C1)OC1=CC=C(C=C1)F (ethyl 7-(3-(2-chloro-4-(4-fluorophenoxy)phenoxy)propoxy)-chromane-2-carboxylate), ICC (iodoethane). Yields the product ClC1=C(OCCCOC2=CC=C3CCC(OC3=C2)(C(=O)O)CC)C=CC(=C1)OC1=CC=C(C=C1)F (7-(3-(2-Chloro-4-(4-fluorophenoxy)phenoxy)propoxy)-2-ethylchromane-2-carboxylic acid). Reaction SMILES: [Cl:1][C:2]1[CH:27]=[C:26]([O:28][C:29]2[CH:34]=[CH:33][C:32]([F:35])=[CH:31][CH:30]=2)[CH:25]=[CH:24][C:3]=1[O:4][CH2:5][CH2:6][CH2:7][O:8][C:9]1[CH:18]=[C:17]2[C:12]([CH2:13][CH2:14][CH:15]([C:19]([O:21]CC)=[O:20])[O:16]2)=[CH:11][CH:10]=1.I[CH2:37][CH3:38]>>[Cl:1][C:2]1[CH:27]=[C:26]([O:28][C:29]2[CH:30]=[CH:31][C:32]([F:35])=[CH:33][CH:34]=2)[CH:25]=[CH:24][C:3]=1[O:4][CH2:5][CH2:6][CH2:7][O:8][C:9]1[CH:18]=[C:17]2[C:12]([CH2:13][CH2:14][C:15]([CH2:37][CH3:38])([C:19]([OH:21])=[O:20])[O:16]2)=[CH:11][CH:10]=1. Procedure details: The title compound was synthesized following the procedure described in Example 2 employing ethyl 7-(3-(2-chloro-4-(4-fluorophenoxy)phenoxy)propoxy)-chromane-2-carboxylate (Example 20) instead of ethyl 7-(3-(2-propyl-4-phenoxyphenoxy)propoxy)-chromane-2-carboxylate, and iodoethane instead of iodopropane.